Dataset: the Open Reaction Database (ORD), a public repository of structured organic reaction records. Task: describe an organic reaction: reactants, conditions, products, and yield Reactants: CC(=O)c1ccc(-c2ccc(C(=O)O)cc2)nc1, CN1CCOCC1, COc1nc(Cl)nc(OC)n1, ClCCl, C1CNC(CN2CCCC2)C1, [Na]. Yields the product CC(=O)c1ccc(-c2ccc(C(=O)N3CCCC3CN3CCCC3)cc2)nc1. As a reaction SMILES: [C:2]([CH3:3])(=[O:4])[c:5]1[cH:6][cH:7][c:8](-[c:11]2[cH:12][cH:13][c:14]([C:15](=[O:16])[OH:17])[cH:18][cH:19]2)[n:9][cH:10]1.[CH3:20][N:21]1[CH2:22][CH2:23][O:24][CH2:25][CH2:26]1.[Cl:27][c:28]1[n:29][c:30]([O:31][CH3:32])[n:33][c:34]([O:35][CH3:36])[n:37]1.[Cl:49][CH2:50][Cl:51].[NH:38]1[CH:39]([CH2:43][N:44]2[CH2:45][CH2:46][CH2:47][CH2:48]2)[CH2:40][CH2:41][CH2:42]1.[Na:1]>>[C:2]([CH3:3])(=[O:4])[c:5]1[cH:6][cH:7][c:8](-[c:11]2[cH:12][cH:13][c:14]([C:15](=[O:17])[N:38]3[CH:39]([CH2:43][N:44]4[CH2:45][CH2:46][CH2:47][CH2:48]4)[CH2:40][CH2:41][CH2:42]3)[cH:18][cH:19]2)[n:9][cH:10]1. Starting materials: FC(C(=O)O)(F)F (trifluoroacetic acid), FC(S(=O)(=O)O)(F)F (trifluoromethanesulfonic acid), COC1=CC=C(CS[C@H]2C[C@H](N(C2)C(=O)OCC2=CC=C(C=C2)[N+](=O)[O-])C(=O)N2CCN(CC2)CC(=O)OCC2=CC=C(C=C2)[N+](=O)[O-])C=C1 ((2S,4S)-4-(4-methoxybenzylthio)-2-[4-(4-nitrobenzyloxycarbonylmethyl)-1-piperazinecarbonyl]-1-(4-nitrobenzyloxycarbonyl)pyrrolidine). Run in C1(=CC=CC=C1)OC (anisole). Reaction conditions: time 1.5 hour. Yields the product FC(S(=O)(=O)O)(F)F.FC(S(=O)(=O)O)(F)F.S[C@H]1C[C@H](N(C1)C(=O)OCC1=CC=C(C=C1)[N+](=O)[O-])C(=O)N1CCN(CC1)CC(=O)OCC1=CC=C(C=C1)[N+](=O)[O-] ((2S,4S)-4-Mercapto-2-[4-(4-nitrobenzyloxycarbonylmethyl)-1-piperazinylcarbonyl]-1-(4-nitrobenzyloxycarbonyl)pyrrolidine bis(trifluoromethanesulfonate)). As a reaction SMILES: FC(F)(F)C(O)=O.[F:8][C:9]([F:15])([F:14])[S:10]([OH:13])(=[O:12])=[O:11].COC1C=CC(C[S:23][C@@H:24]2[CH2:28][N:27]([C:29]([O:31][CH2:32][C:33]3[CH:38]=[CH:37][C:36]([N+:39]([O-:41])=[O:40])=[CH:35][CH:34]=3)=[O:30])[C@H:26]([C:42]([N:44]3[CH2:49][CH2:48][N:47]([CH2:50][C:51]([O:53][CH2:54][C:55]4[CH:60]=[CH:59][C:58]([N+:61]([O-:63])=[O:62])=[CH:57][CH:56]=4)=[O:52])[CH2:46][CH2:45]3)=[O:43])[CH2:25]2)=CC=1>C1(OC)C=CC=CC=1>[F:8][C:9]([F:15])([F:14])[S:10]([OH:13])(=[O:12])=[O:11].[F:8][C:9]([F:15])([F:14])[S:10]([OH:13])(=[O:12])=[O:11].[SH:23][C@@H:24]1[CH2:28][N:27]([C:29]([O:31][CH2:32][C:33]2[CH:38]=[CH:37][C:36]([N+:39]([O-:41])=[O:40])=[CH:35][CH:34]=2)=[O:30])[C@H:26]([C:42]([N:44]2[CH2:45][CH2:46][N:47]([CH2:50][C:51]([O:53][CH2:54][C:55]3[CH:56]=[CH:57][C:58]([N+:61]([O-:63])=[O:62])=[CH:59][CH:60]=3)=[O:52])[CH2:48][CH2:49]2)=[O:43])[CH2:25]1 |f:4.5.6|. Procedure details: 8.0 ml of trifluoroacetic acid and 160 μl of trifluoromethanesulfonic acid were added, whilst ice-cooling, to a suspension of 1120 mg of (2S,4S)-4-(4-methoxybenzylthio)-2-[4-(4-nitrobenzyloxycarbonylmethyl)-1-piperazinecarbonyl]-1-(4-nitrobenzyloxycarbonyl)pyrrolidine in 1.75 ml of anisole, and the resulting mixture was stirred at room temperature for 1.5 hours. At the end of this time, the solvent was removed by distillation under reduced pressure, and the resulting residue was repeatedly washe... Starting materials: CC(C)(C)[Si](C)(C)Cl, CN(C)C=O, COCC=Cc1cc(O)cc(C=O)c1, c1c[nH]cn1. The product is COCC=Cc1cc(C=O)cc(O[Si](C)(C)C(C)(C)C)c1. RXN SMILES: [C:15]([CH3:16])([CH3:17])([CH3:18])[Si:19]([CH3:20])([CH3:21])[Cl:22].[O:28]=[CH:29][N:30]([CH3:31])[CH3:32].[OH:1][c:2]1[cH:3][c:4]([CH:5]=[O:6])[cH:7][c:8]([CH:10]=[CH:11][CH2:12][O:13][CH3:14])[cH:9]1.[nH:23]1[cH:24][cH:25][n:26][cH:27]1>>[O:1]([c:2]1[cH:3][c:4]([CH:5]=[O:6])[cH:7][c:8]([CH:10]=[CH:11][CH2:12][O:13][CH3:14])[cH:9]1)[Si:19]([C:15]([CH3:16])([CH3:17])[CH3:18])([CH3:20])[CH3:21].